This data is from the Open Reaction Database (ORD), a public repository of structured organic reaction records. The task is: describe an organic reaction: reactants, conditions, products, and yield Starting materials: BrC=1C=C2C3C(NC2=CC1)C(CCCC3)=O (2-bromo-5a,7,8,9,10,10a-hexahydrocyclohepta[b]indol-6(5H)-one), Cl.NO (hydroxylamine hydrochloride), C(C)(=O)[O-].[Na+] (sodium acetate), [H-].[H-].[H-].[H-].[Li+].[Al+3] (LAH). Solvent: CO (Methanol), C(C)O (ethanol), O (water), O (water). Run at time 15 minute. Yields the product BrC=1C=C2C3C(NC2=CC1)C(CCCC3)N (2-bromo-5,5a,6,7,8,9,10,10a-octahydrocyclohepta[b]indol-6-amine). Reaction SMILES: [Br:1][C:2]1[CH:3]=[C:4]2[C:8](=[CH:9][CH:10]=1)[NH:7][CH:6]1[C:11](=O)[CH2:12][CH2:13][CH2:14][CH2:15][CH:5]21.Cl.[NH2:18]O.C([O-])(=O)C.[Na+].[H-].[H-].[H-].[H-].[Li+].[Al+3]>C(O)C.O.CO>[Br:1][C:2]1[CH:3]=[C:4]2[C:8](=[CH:9][CH:10]=1)[NH:7][CH:6]1[CH:11]([NH2:18])[CH2:12][CH2:13][CH2:14][CH2:15][CH:5]21 |f:1.2,3.4,5.6.7.8.9.10|. Reported procedure: To a solution of to 2-bromo-5a,7,8,9,10,10a-hexahydrocyclohepta[b]indol-6(5H)-one (1.5 g, 5.4 mmol) in ethanol (14 mL) was added solutions of hydroxylamine hydrochloride (750 mg, 11 mmol) in water (10 mL) and sodium acetate (1.46 g, 18 mmol) in water (10 mL). The reaction mixture was heated at reflux for 5 h, cooled and concentrated. The residue was diluted with ethyl acetate and washed with water (2×50 mL). The organic phase was dried over sodium sulfate, filtered and concentrated to a brown so... Starting materials: [H-].[Na+] (sodium hydride), CN(CCOCCC=1C=CC(=C(C1)C(C)=O)O)C (1-(5-{2-[2-(dimethylamino)ethoxy]-ethyl}-2-hydroxyphenyl)-1-ethanone), C(=O)OCC (ethyl formate), ice, Ice water, C([O-])([O-])=O.[K+].[K+] (potassium carbonate). Run in C1(=CC=CC=C1)C (toluene), C1(=CC=CC=C1)C (toluene), C(C)(=O)OCC (ethyl acetate). Run at time 1 hour. Product: CN(CCOCCC=1C=C2C(C=COC2=CC1)=O)C (6-{2-[2-(dimethylamino)ethoxy]-ethyl}-4H-chromen-4-one). As a reaction SMILES: [H-].[Na+].[CH3:3][N:4]([CH3:20])[CH2:5][CH2:6][O:7][CH2:8][CH2:9][C:10]1[CH:11]=[CH:12][C:13]([OH:19])=[C:14]([C:16](=[O:18])[CH3:17])[CH:15]=1.[CH:21](OCC)=O.C(=O)([O-])[O-].[K+].[K+]>C1(C)C=CC=CC=1.C(OCC)(=O)C>[CH3:20][N:4]([CH3:3])[CH2:5][CH2:6][O:7][CH2:8][CH2:9][C:10]1[CH:15]=[C:14]2[C:13](=[CH:12][CH:11]=1)[O:19][CH:21]=[CH:17][C:16]2=[O:18] |f:0.1,4.5.6|. Procedure details: In 3.0 mL of toluene is suspended 0.44 g of sodium hydride (60% mineral oil suspension), to which is dropwise added, at an ice-cooled temperature, a mixture of 0.93 g of 1-(5-{2-[2-(dimethylamino)ethoxy]-ethyl}-2-hydroxyphenyl)-1-ethanone, 6.0 mL of toluene and 9.0 mL of ethyl formate. The resulting mixture is stirred at ambient temperature for one hour. Ice water and ethyl acetate are added to the reaction mixture, pH is adjusted to 11 with anhydrous potassium carbonate, and the organic layer i... The reactants are C1(CCCCC1)N=C=NC1CCCCC1 (dicyclohexylcarbodimide), FC=1C=C(C(=O)O)C=CC1OC[C@H](CC)C (3-fluoro-4-[(S)-2-methylbutoxy]benzoic acid), C(CC=C)C1=CC=C(C=C1)CCC1=CC=C(C=C1)O (4-[4-(3-butenyl)phenylethyl]phenol). Reagents/catalysts: CN(C1=CC=NC=C1)C (4-dimethylaminopyridine). Run in CCOCC (ether). Run at time 14 hour. The product is methyl tert-butyl ether petroleum ether, C(CC=C)C1=CC=C(C=C1)CCC1=CC=C(C=C1)OC(C1=CC(=C(C=C1)OC[C@H](CC)C)F)=O ([4-[4-(3-butenyl)phenyl]ethylphenyl]-3-fluoro-4-[(S)-2-methylbutoxy]benzoate). Isolated yield 53.2%. As a reaction SMILES: [F:1][C:2]1[CH:3]=[C:4]([CH:8]=[CH:9][C:10]=1[O:11][CH2:12][C@@H:13]([CH3:16])[CH2:14][CH3:15])[C:5]([OH:7])=[O:6].[CH2:17]([C:21]1[CH:26]=[CH:25][C:24]([CH2:27][CH2:28][C:29]2[CH:34]=[CH:33][C:32](O)=[CH:31][CH:30]=2)=[CH:23][CH:22]=1)[CH2:18][CH:19]=[CH2:20].C1(N=C=NC2CCCCC2)CCCCC1>CN(C)C1C=CN=CC=1.CCOCC>[CH2:17]([C:21]1[CH:26]=[CH:25][C:24]([CH2:27][CH2:28][C:29]2[CH:30]=[CH:31][C:32]([O:6][C:5](=[O:7])[C:4]3[CH:8]=[CH:9][C:10]([O:11][CH2:12][C@@H:13]([CH3:16])[CH2:14][CH3:15])=[C:2]([F:1])[CH:3]=3)=[CH:33][CH:34]=2)=[CH:23][CH:22]=1)[CH2:18][CH:19]=[CH2:20]. Reported procedure: About 4.5 g (0.02 mol) of 3-fluoro-4-[(S)-2-methylbutoxy]benzoic acid (which can be prepared, for example, as described in EP-A 255 962 ), 5.0 g (0.02 mol) of 4-[4-(3-butenyl)phenylethyl]phenol, 4.1 g (0.02 mol) of dicyclohexylcarbodimide and 0.1 g of 4-dimethylaminopyridine were mixed in 40 ml of ether at room temperature. The mixture was first heated to reflux for 4 hours and then stirred at room temperature for 14 hours, and the resulting urea was filtered off. Washing was carried out first w...